Dataset: the Open Reaction Database (ORD), a public repository of structured organic reaction records. Task: describe an organic reaction: reactants, conditions, products, and yield Starting materials: CN(C=O)C (N,N-dimethylformamide), IN1C(CCC1=O)=O (N-iodosuccinimide), CN(C=O)C (N,N-dimethylformamide), NC1=C(C(=O)O)C(=CC(=C1OC)F)C (2-amino-4-fluoro-3-methoxy-6-methylbenzoic acid). The solvent is O (Water). Run at time 2 hour. Yields the product NC1=C(C(=O)O)C(=C(C(=C1OC)F)I)C (2-Amino-4-fluoro-5-iodo-3-methoxy-6-methylbenzoic acid). Isolated yield 78.0%. Reaction SMILES: CN(C)C=O.[I:6]N1C(=O)CCC1=O.[NH2:14][C:15]1[C:23]([O:24][CH3:25])=[C:22]([F:26])[CH:21]=[C:20]([CH3:27])[C:16]=1[C:17]([OH:19])=[O:18]>O>[NH2:14][C:15]1[C:23]([O:24][CH3:25])=[C:22]([F:26])[C:21]([I:6])=[C:20]([CH3:27])[C:16]=1[C:17]([OH:19])=[O:18]. Procedure details: An N,N-dimethylformamide (14 ml) solution of N-iodosuccinimide (1.89 g, 8.4 mmol) was dropwise added to an N,N-dimethylformamide (14 ml) solution of 2-amino-4-fluoro-3-methoxy-6-methylbenzoic acid (I-29) (1.4 g), followed by stirring at room temperature for 2 hours and a half. Water was added to the reaction liquid, followed by extraction three times with ethyl acetate, the organic layer was washed with aqueous saturated sodium thiosulfate solution and saturated brine, then dried over anhydrous ... Reported procedure: Sodium hydride (95 mg of a 60% suspension in mineral oil; 2.4 mmol) was suspended in 2 mL of DMF in a flame-dried, argon-filled flask and stirred for about 5 min. 1-(2-Hydroxyethyl)pyrrolidine (0.23 mL; 2.0 mmol) was added and the mixture was stirred for 15 min. 3-Bromo-4-fluorophenyl 6-methoxy-2-[4-[2-(1-pyrrolidinyl)ethoxy]phenyl]benzo[b]thiophen-3-yl ketone in 3 mL of DMF was then added. The mixture was stirred for 4 h at room temperature, then poured into water (25 mL), and extracted with Et... The product is O.C(C(=O)O)(=O)O.C(C(=O)O)(=O)O.BrC=1C=C(CC=2C3=C(SC2C2=CC=C(C=C2)OCCN2CCCC2)C=C(C=C3)O)C=CC1OCCN1CCCC1 (3-[3-Bromo-4-[2-(1-pyrrolidinyl)ethoxy]benzyl]-6-hydroxy-2-[4-[2-(1-pyrrolidinyl)ethoxy]phenyl]benzo[b]thiophene Dioxalate Hydrate). The yield is 10.0%. Conditions: time 5 minute. RXN SMILES: [H-].[Na+].[OH:3][CH2:4][CH2:5][N:6]1[CH2:10][CH2:9][CH2:8][CH2:7]1.[CH3:11][O:12][C:13]1[CH:14]=[CH:15][C:16]2[C:20]([C:21]([C:23]3[CH:28]=[CH:27][C:26](F)=[C:25]([Br:30])[CH:24]=3)=O)=[C:19]([C:31]3[CH:36]=[CH:35][C:34]([O:37][CH2:38][CH2:39][N:40]4[CH2:44][CH2:43][CH2:42][CH2:41]4)=[CH:33][CH:32]=3)[S:18][C:17]=2[CH:45]=1.[OH2:46].CN([CH:50]=[O:51])C>>[OH2:3].[C:50]([OH:51])(=[O:12])[C:4]([OH:3])=[O:46].[C:50]([OH:51])(=[O:3])[C:11]([OH:12])=[O:46].[Br:30][C:25]1[CH:24]=[C:23]([CH:28]=[CH:27][C:26]=1[O:3][CH2:4][CH2:5][N:6]1[CH2:10][CH2:9][CH2:8][CH2:7]1)[CH2:21][C:20]1[C:16]2[CH:15]=[CH:14][C:13]([OH:12])=[CH:45][C:17]=2[S:18][C:19]=1[C:31]1[CH:32]=[CH:33][C:34]([O:37][CH2:38][CH2:39][N:40]2[CH2:41][CH2:42][CH2:43][CH2:44]2)=[CH:35][CH:36]=1 |f:0.1,6.7.8.9|. Reactants: COC=1C=CC2=C(SC(=C2C(=O)C2=CC(=C(C=C2)F)Br)C2=CC=C(C=C2)OCCN2CCCC2)C1 (3-Bromo-4-fluorophenyl 6-methoxy-2-[4-[2-(1-pyrrolidinyl)ethoxy]phenyl]benzo[b]thiophen-3-yl ketone), CN(C)C=O (DMF), [H-].[Na+] (Sodium hydride), O (water), CN(C)C=O (DMF), suspension, OCCN1CCCC1 (1-(2-Hydroxyethyl)pyrrolidine), EtOAc(100-90%) Et3N(0-5%) MeOH(0-5%).